This data is from the Open Reaction Database (ORD), a public repository of structured organic reaction records. The task is: describe an organic reaction: reactants, conditions, products, and yield Starting materials: BrC=1C=C2C=C(C(=NC2=CC1)NCC1=CC=C(C=C1)OC)I (6-bromo-3-iodo-N-(4-methoxybenzyl)quinolin-2-amine), N1CCOCC1 (morpholine), Cu(I), C([O-])([O-])=O.[Cs+].[Cs+] (cesium carbonate), C(C(C)C)(=O)C1C(CCCC1)=O (2-isobutyrylcyclohexanone). Run in CN(C)C=O (DMF). Run at temperature 125 celsius. Product: BrC=1C=C2C=C(C(=NC2=CC1)NCC1=CC=C(C=C1)OC)N1CCOCC1 (6-bromo-N-(4-methoxybenzyl)-3-morpholinoquinolin-2-amine). RXN SMILES: [Br:1][C:2]1[CH:3]=[C:4]2[C:9](=[CH:10][CH:11]=1)[N:8]=[C:7]([NH:12][CH2:13][C:14]1[CH:19]=[CH:18][C:17]([O:20][CH3:21])=[CH:16][CH:15]=1)[C:6](I)=[CH:5]2.[NH:23]1[CH2:28][CH2:27][O:26][CH2:25][CH2:24]1.C(=O)([O-])[O-].[Cs+].[Cs+].C(C1CCCCC1=O)(=O)C(C)C>CN(C=O)C>[Br:1][C:2]1[CH:3]=[C:4]2[C:9](=[CH:10][CH:11]=1)[N:8]=[C:7]([NH:12][CH2:13][C:14]1[CH:19]=[CH:18][C:17]([O:20][CH3:21])=[CH:16][CH:15]=1)[C:6]([N:23]1[CH2:28][CH2:27][O:26][CH2:25][CH2:24]1)=[CH:5]2 |f:2.3.4|. Reported procedure: A mixture of 6-bromo-3-iodo-N-(4-methoxybenzyl)quinolin-2-amine (710 mg, 1.5 mmol), morpholine (1.9 mL, 22.7 mmol), Cu(I)(14.4 mg, 0.08 mmol), cesium carbonate (986 mg, 3.0 mmol), 2-isobutyrylcyclohexanone (50.9 mg, 0.30 mmol) and DMF (10 mL) was heated to 125° C. in a microwave unit for 20 min. The mixture was concentrated in vacuo then partioned the crude product between EtOAc and water. The organic layer was washed with water and brine 3× each, dried over MgSO4 and concentrated in vacuo to gi...